Dataset: the Open Reaction Database (ORD), a public repository of structured organic reaction records. Task: describe an organic reaction: reactants, conditions, products, and yield The reactants are CCOC(=O)C(C)Br, O=C([O-])[O-], CCC(C)=O, CN(c1ccc(O)cc1)c1cc2ccc(Cl)cc2c(Cl)n1, [K+], [K+]. Product: CCOC(=O)C(C)Oc1ccc(N(C)c2cc3ccc(Cl)cc3c(Cl)n2)cc1. As a reaction SMILES: [Br:1][CH:2]([C:3](=[O:4])[O:5][CH2:6][CH3:7])[CH3:8].[C:30](=[O:31])([O-:32])[O-:33].[CH2:36]([C:37]([CH3:38])=[O:39])[CH3:40].[Cl:9][c:10]1[n:11][c:12]([N:21]([CH3:22])[c:23]2[cH:24][cH:25][c:26]([OH:29])[cH:27][cH:28]2)[cH:13][c:14]2[cH:15][cH:16][c:17]([Cl:20])[cH:18][c:19]12.[K+:34].[K+:35]>>[CH:2]([C:3](=[O:4])[O:5][CH2:6][CH3:7])([CH3:8])[O:29][c:26]1[cH:25][cH:24][c:23]([N:21]([c:12]2[n:11][c:10]([Cl:9])[c:19]3[c:14]([cH:13]2)[cH:15][cH:16][c:17]([Cl:20])[cH:18]3)[CH3:22])[cH:28][cH:27]1. Starting materials: [H-].[Na+] (Sodium hydride), C(C)OC(C(C1=CC=C(C=C1)O)=O)=O (4-hydroxy-alpha-oxobenzeneacetic acid ethyl ester), ClCC(=O)C1CCCCCCC1 (2-chloro-1-cyclooctylethanone). Run in CN(C=O)C (dimethylformamide), CN(C=O)C (dimethylformamide). Reaction conditions: time 8 hour. Yields the product C(C)OC(C(C1=CC=C(C=C1)OCC(=O)C1CCCCCCC1)=O)=O (4-(2-cyclooctyl-2-oxoethoxy)-alpha-oxobenzeneacetic acid ethyl ester). The yield is 41.0%. As a reaction SMILES: [H-].[Na+].[CH2:3]([O:5][C:6](=[O:16])[C:7](=[O:15])[C:8]1[CH:13]=[CH:12][C:11]([OH:14])=[CH:10][CH:9]=1)[CH3:4].Cl[CH2:18][C:19]([CH:21]1[CH2:28][CH2:27][CH2:26][CH2:25][CH2:24][CH2:23][CH2:22]1)=[O:20]>CN(C)C=O>[CH2:3]([O:5][C:6](=[O:16])[C:7](=[O:15])[C:8]1[CH:13]=[CH:12][C:11]([O:14][CH2:18][C:19]([CH:21]2[CH2:28][CH2:27][CH2:26][CH2:25][CH2:24][CH2:23][CH2:22]2)=[O:20])=[CH:10][CH:9]=1)[CH3:4] |f:0.1|. Reported procedure: 55% Sodium hydride (0.14 g) was stirred with 4-hydroxy-alpha-oxobenzeneacetic acid ethyl ester (0.622 g) in dimethylformamide (8 mL) under argon for 30 minutes and then the solution was treated with 2-chloro-1-cyclooctylethanone (0.53 g) in dimethylformamide (3 mL). The mixture, stirred at room temperature overnight and the at 60° C. for 1 hour, was worked up as in Example 20. The residual oil was purified by flash chromatography over silica gel (3% ethyl acetate in dichloromethane-hexane 1:1 ) ... The reactants are COC(=O)C1=NC(=CC=C1C(=O)C1=CC2=C(C=C1)OCO2)CO (6-hydroxymethyl-3-(3,4-methylenedioxyphenylcarbonyl)pyridine-2-carboxylic acid methyl ester), C(C)N(C(C)C)C(C)C (ethyldiisopropylamine), C[Si](CCOCCl)(C)C (2-trimethylsilylethoxymethyl chloride). Run in ClCCl (dichloromethane). Procedure: To a dichloromethane(9 ml) solution of 6-hydroxymethyl-3-(3,4-methylenedioxyphenylcarbonyl)pyridine-2-carboxylic acid methyl ester(1.71 g,4.50 mmol) were added ethyldiisopropylamine(3.9 ml) and 2-trimethylsilylethoxymethyl chloride(2.4 ml) at room temperature. The mixture was stirred at room temperature for 17 h, partitioned between AcOEt and water, The organic layer was washed with a saturated aqueous solution of NaHCO3 and brine, dried over Na2SO4 and concentrated under reduced pressure. The r... Reaction conditions: time 17 hour. Yields the product COC(=O)C1=NC(=CC=C1C(=O)C1=CC2=C(C=C1)OCO2)COCOCC[Si](C)(C)C (6-(2-trimethylsilylethoxymethoxymethyl)-3-(3,4-methylenedioxyphenylcarbonyl)pyridine-carboxylic acid methyl ester). Reaction SMILES: [CH3:1][O:2][C:3]([C:5]1[C:10]([C:11]([C:13]2[CH:18]=[CH:17][C:16]3[O:19][CH2:20][O:21][C:15]=3[CH:14]=2)=[O:12])=[CH:9][CH:8]=[C:7]([CH2:22][OH:23])[N:6]=1)=[O:4].C(N(C(C)C)C(C)C)C.[CH3:33][Si:34]([CH3:41])([CH3:40])[CH2:35][CH2:36][O:37][CH2:38]Cl>ClCCl>[CH3:1][O:2][C:3]([C:5]1[C:10]([C:11]([C:13]2[CH:18]=[CH:17][C:16]3[O:19][CH2:20][O:21][C:15]=3[CH:14]=2)=[O:12])=[CH:9][CH:8]=[C:7]([CH2:22][O:23][CH2:38][O:37][CH2:36][CH2:35][Si:34]([CH3:41])([CH3:40])[CH3:33])[N:6]=1)=[O:4]. Starting materials: BrC1=C(C(=CC=C1)Cl)C1=CC2=C(N=C(N=C2)NC2=CC=CC=C2)N(C1=N)CC ((6-(2-Bromo-6-chlorophenyl)-8-ethyl-7-imino-7,8-dihydro-pyrido[2,3-d]pyrimidin-2-yl)-phenylamine), C(C)(=O)OC(C)=O (acetic anhydride), Cl (HCl). The solvent is O (water). Yields the product BrC1=C(C(=CC=C1)Cl)C1=CC2=C(N=C(N=C2)NC2=CC=CC=C2)N(C1=O)CC (6-(2-bromo-6-chlorophenyl)-8-ethyl-2-phenylamino-8H-pyrido[2,3-d]pyrimidin-7-one). As a reaction SMILES: [Br:1][C:2]1[CH:7]=[CH:6][CH:5]=[C:4]([Cl:8])[C:3]=1[C:9]1[C:25](=N)[N:24]([CH2:27][CH3:28])[C:12]2[N:13]=[C:14]([NH:17][C:18]3[CH:23]=[CH:22][CH:21]=[CH:20][CH:19]=3)[N:15]=[CH:16][C:11]=2[CH:10]=1.C(OC(=O)C)(=[O:31])C.Cl>O>[Br:1][C:2]1[CH:7]=[CH:6][CH:5]=[C:4]([Cl:8])[C:3]=1[C:9]1[C:25](=[O:31])[N:24]([CH2:27][CH3:28])[C:12]2[N:13]=[C:14]([NH:17][C:18]3[CH:23]=[CH:22][CH:21]=[CH:20][CH:19]=3)[N:15]=[CH:16][C:11]=2[CH:10]=1. Procedure: (6-(2-Bromo-6-chlorophenyl)-8-ethyl-7-imino-7,8-dihydro-pyrido[2,3-d]pyrimidin-2-yl)-phenylamine (150 mg) was added to 1 mL of acetic anhydride and heated at reflux for 5 minutes. The reaction was cooled and concentrated resulting in an oil which was heated at reflux with 10 mL of 6N HCl for 10 minutes. The reaction was cooled, and 30 mL of water was added causing precipitation. The precipitate was removed by filtration and washed with water. The resulting solid was dried to give 130 mg of 6-(2-... The reactants are CO.C(Cl)Cl (methanol CH2Cl2), CC(=O)O (HOAc), C(C)OC=C(C#N)C#N (ethoxymethylenemalononitrile), C(C)(C)(C)OC(=O)N1CC2C=3C=C(C(=CC3C(C1)C2)NCCCC)N (4-Butylamino-5-amino-10-aza-tricyclo[6.3.1.02,7]dodeca-2(7),3,5-triene-10-carboxylic acid tert-butyl ester). The solvent is C(C)O (ethanol). Run at temperature 60 celsius, time 18 hour. Yields the product C(C)(C)(C)OC(=O)N1CC2C=3C=C4N(C=NC4=CC3C(C1)C2)CCCC (7-Butyl-5,7,13-triazatetracyclo[9.3.1.02,10.04,8]pentadeca-2(10),3,5,8-tetraene-13-carboxylic acid tert-butyl ester). As a reaction SMILES: [C:1]([O:5][C:6]([N:8]1[CH2:18][CH:17]2[CH2:19][CH:10]([C:11]3[CH:12]=[C:13]([NH2:25])[C:14]([NH:20][CH2:21][CH2:22][CH2:23][CH3:24])=[CH:15][C:16]=32)[CH2:9]1)=[O:7])([CH3:4])([CH3:3])[CH3:2].[CH3:26]C(O)=O.C(OC=C(C#N)C#N)C.CO.C(Cl)Cl>C(O)C>[C:1]([O:5][C:6]([N:8]1[CH2:9][CH:10]2[CH2:19][CH:17]([C:16]3[CH:15]=[C:14]4[C:13](=[CH:12][C:11]=32)[N:25]=[CH:26][N:20]4[CH2:21][CH2:22][CH2:23][CH3:24])[CH2:18]1)=[O:7])([CH3:4])([CH3:3])[CH3:2] |f:3.4|. Procedure: 4-Butylamino-5-amino-10-aza-tricyclo[6.3.1.02,7]dodeca-2(7),3,5-triene-10-carboxylic acid tert-butyl ester (440 mg, 1.27 mmol) was dissolved in ethanol (20 mL) and HOAc (2 mL) and treated with ethoxymethylenemalononitrile (186 mg, 1.52 mmol). The resulting mixture was warmed to 60° C. and stirred 18 hours. The reaction was cooled, concentrated, treated with H2O and saturated aqueous Na2CO3 solution then extracted with ethyl acetate (3×50 mL) and dried (Na2SO4). After filtration and concentration... Starting materials: FC1=C(C(=O)OC)C(=CC=C1C)F (methyl 2,6-difluoro-3-methylbenzoate), BrN1C(CCC1=O)=O (N-bromosuccinimide). The reagents and catalysts are CC(C)(C#N)N=NC(C)(C)C#N (AIBN). Run in C(Cl)(Cl)(Cl)Cl (carbon tetrachloride). Product: BrCC=1C(=C(C(=O)OC)C(=CC1)F)F (Methyl 3-(bromomethyl)-2,6-difluorobenzoate). Isolated yield 107.0%. As a reaction SMILES: [F:1][C:2]1[C:11]([CH3:12])=[CH:10][CH:9]=[C:8]([F:13])[C:3]=1[C:4]([O:6][CH3:7])=[O:5].[Br:14]N1C(=O)CCC1=O>C(Cl)(Cl)(Cl)Cl.CC(N=NC(C#N)(C)C)(C#N)C>[Br:14][CH2:12][C:11]1[C:2]([F:1])=[C:3]([C:8]([F:13])=[CH:9][CH:10]=1)[C:4]([O:6][CH3:7])=[O:5]. Procedure: To a room temperature solution of methyl 2,6-difluoro-3-methylbenzoate (9.35 g, 50.2 mmol, 1.0 equiv) and N-bromosuccinimide (11.6 g, 65.3 mmol, 1.3 equiv) in carbon tetrachloride (230 mL) was added catalytic AIBN (−200 mg) as a solid in one portion. The resulting reaction mixture was heated to reflux overnight. After the reaction mixture was allowed to cool to room temperature, it was washed with aq. satd. NaHCO3. The aqueous layer was extracted with dichloromethane, and the combined organic la...